This data is from the Open Reaction Database (ORD), a public repository of structured organic reaction records. The task is: describe an organic reaction: reactants, conditions, products, and yield Reactants: CCN=C=NCCCN(C)C, ClCCl, CN1CCOCC1, Cl, Cc1cc(C(=O)O)ncc1C(c1cc(F)ccc1F)S(=O)(=O)c1ccc(F)cc1, O=C1CNCCN1, On1nnc2ccccc21. The product is Cc1cc(C(=O)N2CCNC(=O)C2)ncc1C(c1cc(F)ccc1F)S(=O)(=O)c1ccc(F)cc1. As a reaction SMILES: [CH2:48]([N:49]=[C:50]=[N:51][CH2:52][CH2:53][CH2:54][N:55]([CH3:56])[CH3:57])[CH3:58].[CH2:66]([Cl:67])[Cl:68].[CH3:59][N:60]1[CH2:61][CH2:62][O:63][CH2:64][CH2:65]1.[ClH:47].[F:1][c:2]1[c:3]([CH:9]([c:10]2[c:11]([CH3:19])[cH:12][c:13]([C:16](=[O:17])[OH:18])[n:14][cH:15]2)[S:20](=[O:21])(=[O:22])[c:23]2[cH:24][cH:25][c:26]([F:29])[cH:27][cH:28]2)[cH:4][c:5]([F:8])[cH:6][cH:7]1.[NH:30]1[C:31](=[O:36])[CH2:32][NH:33][CH2:34][CH2:35]1.[OH:37][n:38]1[c:39]2[cH:40][cH:41][cH:42][cH:43][c:44]2[n:45][n:46]1>>[F:1][c:2]1[c:3]([CH:9]([c:10]2[c:11]([CH3:19])[cH:12][c:13]([C:16](=[O:18])[N:33]3[CH2:32][C:31](=[O:36])[NH:30][CH2:35][CH2:34]3)[n:14][cH:15]2)[S:20](=[O:21])(=[O:22])[c:23]2[cH:24][cH:25][c:26]([F:29])[cH:27][cH:28]2)[cH:4][c:5]([F:8])[cH:6][cH:7]1. Reactants: C(C(=O)O)(=O)O (oxalic acid), FC(C(=O)O)(F)F (trifluoroacetic acid), CS(=O)C (dimethylsulfoxide), C1(CCCCC1)N=C=NC1CCCCC1 (dicyclohexylcarbodiimide), BrC1=CC=C(OCC(C)O)C=C1 (1-(4'-bromophenoxy)-propane-2-ol), C1(CCCCC1)N=C=NC1CCCCC1 (dicyclohexylcarbodiimide). The solvent is CO (methanol), N1=CC=CC=C1 (pyridine), CCOCC (ether). The product is C1(CCCCC1)NC(NC1CCCCC1)=O (dicyclohexyl-urea). Reaction SMILES: BrC1C=CC([O:6]CC(O)C)=CC=1.CS(C)=O.[CH:17]1([N:23]=[C:24]=[N:25][CH:26]2[CH2:31][CH2:30][CH2:29][CH2:28][CH2:27]2)[CH2:22][CH2:21][CH2:20][CH2:19][CH2:18]1.FC(F)(F)C(O)=O.C(O)(=O)C(O)=O>CCOCC.CO.N1C=CC=CC=1>[CH:26]1([NH:25][C:24](=[O:6])[NH:23][CH:17]2[CH2:18][CH2:19][CH2:20][CH2:21][CH2:22]2)[CH2:31][CH2:30][CH2:29][CH2:28][CH2:27]1. Procedure: A solution is prepared from 43.35 g (0.1 mol) 3-[2-(2-propinoxycarbonyl)-ethyl]-phenoxy)-1-(4'-bromophenoxy)-propane-2-ol in 500 ml absolute ether and mixed at room temperature with 40 mol dimethylsulfoxide, 7 ml pyridine and 30.95 g (0.15 mol) dicyclohexylcarbodiimide. After adding 5 ml trifluoroacetic acid, the mixture is stirred until no starting compound can be determined through thin-layer chromatographic control. In order to eliminate excessive dicyclohexylcarbodiimide, the reaction mixtur... Starting materials: C(C)OC(=O)C1(CC1)C1=CC=C(C=C1)C1=CC=C(C=C1)C1=C(C(=NO1)C)N (1-[4′-(4-amino-3-methyl-isoxazol-5-yl)-biphenyl-4-yl]-cyclopropanecarboxylic acid ethyl ester), C(C1=CC=CC=C1)C1=NC(=CC=C1)Br (2-benzyl-6-bromo-pyridine). Yields the product C(C)OC(=O)C1(CC1)C1=CC=C(C=C1)C1=CC=C(C=C1)C1=C(C(=NO1)C)NC1=NC(=CC=C1)CC1=CC=CC=C1 (1-{4′-[4-(6-Benzyl-pyridin-2-ylamino)-3-methyl-isoxazol-5-yl]-biphenyl-4-yl}-cyclopropanecarboxylic acid ethyl ester). As a reaction SMILES: [CH2:1]([O:3][C:4]([C:6]1([C:9]2[CH:14]=[CH:13][C:12]([C:15]3[CH:20]=[CH:19][C:18]([C:21]4[O:25][N:24]=[C:23]([CH3:26])[C:22]=4[NH2:27])=[CH:17][CH:16]=3)=[CH:11][CH:10]=2)[CH2:8][CH2:7]1)=[O:5])[CH3:2].[CH2:28]([C:35]1[CH:40]=[CH:39][CH:38]=[C:37](Br)[N:36]=1)[C:29]1[CH:34]=[CH:33][CH:32]=[CH:31][CH:30]=1>>[CH2:1]([O:3][C:4]([C:6]1([C:9]2[CH:10]=[CH:11][C:12]([C:15]3[CH:20]=[CH:19][C:18]([C:21]4[O:25][N:24]=[C:23]([CH3:26])[C:22]=4[NH:27][C:37]4[CH:38]=[CH:39][CH:40]=[C:35]([CH2:28][C:29]5[CH:30]=[CH:31][CH:32]=[CH:33][CH:34]=5)[N:36]=4)=[CH:17][CH:16]=3)=[CH:13][CH:14]=2)[CH2:8][CH2:7]1)=[O:5])[CH3:2]. Procedure: Prepared according to the procedure described in Example 68, Step 2, using 1-[4′-(4-amino-3-methyl-isoxazol-5-yl)-biphenyl-4-yl]-cyclopropanecarboxylic acid ethyl ester and 2-benzyl-6-bromo-pyridine. Reactants: [Br-], CCOC(=O)CBr, CCCC[N+](CCCC)(CCCC)CCCC, CC#N, [Na+], [Na+], O=C([O-])[O-], CCCCC1(CCCC)CN(c2ccccc2)c2cc(Br)c(O)cc2S(=O)(=O)C1. Yields the product CCCCC1(CCCC)CN(c2ccccc2)c2cc(Br)c(OCC(=O)OCC)cc2S(=O)(=O)C1. RXN SMILES: [Br-:43].[Br:30][CH2:31][C:32](=[O:33])[O:34][CH2:35][CH3:36].[CH3:44][CH2:45][CH2:46][CH2:47][N+:48]([CH2:49][CH2:50][CH2:51][CH3:52])([CH2:53][CH2:54][CH2:55][CH3:56])[CH2:57][CH2:58][CH2:59][CH3:60].[CH3:61][C:62]#[N:63].[Na+:37].[Na+:38].[O-:39][C:40](=[O:41])[O-:42].[O:1]=[S:2]1(=[O:29])[CH2:3][C:4]([CH2:21][CH2:22][CH2:23][CH3:24])([CH2:25][CH2:26][CH2:27][CH3:28])[CH2:5][N:6]([c:15]2[cH:16][cH:17][cH:18][cH:19][cH:20]2)[c:7]2[c:8]1[cH:9][c:10]([OH:14])[c:11]([Br:13])[cH:12]2>>[O:1]=[S:2]1(=[O:29])[CH2:3][C:4]([CH2:21][CH2:22][CH2:23][CH3:24])([CH2:25][CH2:26][CH2:27][CH3:28])[CH2:5][N:6]([c:15]2[cH:16][cH:17][cH:18][cH:19][cH:20]2)[c:7]2[c:8]1[cH:9][c:10]([O:14][CH2:31][C:32](=[O:33])[O:34][CH2:35][CH3:36])[c:11]([Br:13])[cH:12]2. Reactants: C1(CC1)NC(OC1=CC=CC=C1)=O (Phenyl N-cyclopropylcarbamate), OC1CCN(CC1)CCCC(=O)NC1=NC=CC(=C1)OC=1C=C2C=CNC2=CC1 (5-[(2-{[4-(4-hydroxypiperidino)butanoyl]amino}-4-pyridyl)oxy]indole), [H-].[Na+] (sodium hydride), CN(C=O)C (dimethylformamide). The solvent is O (water). Product: C1(CC1)NC(=O)N1C=CC2=CC(=CC=C12)OC1=CC(=NC=C1)NC(CCCN1CCC(CC1)O)=O (N1-Cyclopropyl-5-[(2-{[4-(4-hydroxypiperidino)butanoyl]amino}-4-pyridyl)oxy]-1H-1-indolecarboxamide). As a reaction SMILES: [CH:1]1([NH:4][C:5](=O)[O:6]C2C=CC=CC=2)[CH2:3][CH2:2]1.[OH:14][CH:15]1[CH2:20][CH2:19][N:18]([CH2:21][CH2:22][CH2:23][C:24]([NH:26][C:27]2[CH:32]=[C:31]([O:33][C:34]3[CH:35]=[C:36]4[C:40](=[CH:41][CH:42]=3)[NH:39][CH:38]=[CH:37]4)[CH:30]=[CH:29][N:28]=2)=[O:25])[CH2:17][CH2:16]1.[H-].[Na+].CN(C)C=O>O>[CH:1]1([NH:4][C:5]([N:39]2[C:40]3[C:36](=[CH:35][C:34]([O:33][C:31]4[CH:30]=[CH:29][N:28]=[C:27]([NH:26][C:24](=[O:25])[CH2:23][CH2:22][CH2:21][N:18]5[CH2:17][CH2:16][CH:15]([OH:14])[CH2:20][CH2:19]5)[CH:32]=4)=[CH:42][CH:41]=3)[CH:37]=[CH:38]2)=[O:6])[CH2:3][CH2:2]1 |f:2.3|. Reported procedure: Phenyl N-cyclopropylcarbamate (120 mg) was added to a solution of 260 mg of 5-[(2-{[4-(4-hydroxypiperidino)butanoyl]amino}-4-pyridyl)oxy]indole, 53 mg of sodium hydride (60% in oil) and 5 ml of dimethylformamide while stirring at room temperature. After stirring for 10 minutes, water was added and extraction was performed with ethyl acetate. NH type silica gel was added to the ethyl acetate layer, the solvent was distilled off under reduced pressure and the reaction product was adsorbed onto the... Starting materials: ClCC=1SC(=C(N1)C1=CC=CC=C1)C (2-Chloromethyl-5-methyl-4-phenylthiazole), C1(=CC=CC=C1)P(C1=CC=CC=C1)C1=CC=CC=C1 (triphenylphosphine). The product is [Cl-].CC1=C(N=C(S1)C[P+](C1=CC=CC=C1)(C1=CC=CC=C1)C1=CC=CC=C1)C1=CC=CC=C1 ((5- methyl-4-phenyl-2-thiazolylmethyl)triphenylphosphonium chloride). RXN SMILES: [Cl:1][CH2:2][C:3]1[S:4][C:5]([CH3:14])=[C:6]([C:8]2[CH:13]=[CH:12][CH:11]=[CH:10][CH:9]=2)[N:7]=1.[C:15]1([P:21]([C:28]2[CH:33]=[CH:32][CH:31]=[CH:30][CH:29]=2)[C:22]2[CH:27]=[CH:26][CH:25]=[CH:24][CH:23]=2)[CH:20]=[CH:19][CH:18]=[CH:17][CH:16]=1>>[Cl-:1].[CH3:14][C:5]1[S:4][C:3]([CH2:2][P+:21]([C:22]2[CH:23]=[CH:24][CH:25]=[CH:26][CH:27]=2)([C:28]2[CH:33]=[CH:32][CH:31]=[CH:30][CH:29]=2)[C:15]2[CH:16]=[CH:17][CH:18]=[CH:19][CH:20]=2)=[N:7][C:6]=1[C:8]1[CH:13]=[CH:12][CH:11]=[CH:10][CH:9]=1 |f:2.3|. Procedure: 2-Chloromethyl-5-methyl-4-phenylthiazole and triphenylphosphine were reacted in the same manner as in Reference Example 7 to yield (5- methyl-4-phenyl-2-thiazolylmethyl)triphenylphosphonium chloride. Melting point 256°-257° C. The reactants are [C@@H]1([C@H](O)[C@H](O)[C@@H](CO)O1)N1C(=O)N=C(N)C=C1 (cytidine), C(C)(=O)[O-].C(C)(=O)[O-].C(C)(=O)[O-].C(C)(=O)[O-].[Si+4] (silicon tetraacetate). Run in C(C)(=O)O (acetic acid). Conditions: temperature 120 celsius, time 5 minute. Product: [C@@H]1([C@@H](O)[C@H](O)[C@H](O1)CO)N1C(=O)N=C(N)C=C1 (1-β-D-arabinofuranosyl cytosine). Isolated yield 50.0%. RXN SMILES: [C@@H:1]1([N:10]2[CH:17]=[CH:16][C:14]([NH2:15])=[N:13][C:11]2=[O:12])[O:9][C@H:6]([CH2:7][OH:8])[C@@H:4]([OH:5])[C@H:2]1[OH:3].C([O-])(=O)C.C([O-])(=O)C.C([O-])(=O)C.C([O-])(=O)C.[Si+4]>C(O)(=O)C>[C@@H:1]1([N:10]2[CH:17]=[CH:16][C:14]([NH2:15])=[N:13][C:11]2=[O:12])[O:9][C@H:6]([CH2:7][OH:8])[C@@H:4]([OH:5])[C@@H:2]1[OH:3] |f:1.2.3.4.5|. Procedure: 1.0 G of cytidine is dissolved in 20 ml of acetic acid under heating. After cooling, 2.17 g of silicon tetraacetate are added to the solution. The mixture is stirred at 120°C for 5 minutes. The mixture is cooled to room temperature, and 0.6 ml of boron trifluoride-ether complex is added thereto. Then, the mixture is stirred at room temperature for 4 days. After the reaction, the mixture is concentrated under reduced pressure, and the residue is treated in the same manner as described in Example ...